This data is from the Open Reaction Database (ORD), a public repository of structured organic reaction records. The task is: describe an organic reaction: reactants, conditions, products, and yield The reactants are C1CCOC1, OC(CCCl)c1ccccc1, CCOC(=O)N=NC(=O)OCC, O=C1NC(=O)c2ccccc21, c1ccc(P(c2ccccc2)c2ccccc2)cc1. Yields the product O=C1c2ccccc2C(=O)N1C(CCCl)c1ccccc1. Reaction SMILES: [CH2:54]1[O:55][CH2:56][CH2:57][CH2:58]1.[Cl:32][CH2:33][CH2:34][CH:35]([OH:36])[c:37]1[cH:38][cH:39][cH:40][cH:41][cH:42]1.[O:20]=[C:21]([O:22][CH2:23][CH3:24])[N:25]=[N:26][C:27]([O:28][CH2:29][CH3:30])=[O:31].[O:43]=[C:44]1[NH:45][C:46](=[O:47])[c:48]2[cH:49][cH:50][cH:51][cH:52][c:53]21.[c:1]1([P:2]([c:3]2[cH:4][cH:5][cH:6][cH:7][cH:8]2)[c:9]2[cH:10][cH:11][cH:12][cH:13][cH:14]2)[cH:15][cH:16][cH:17][cH:18][cH:19]1>>[Cl:32][CH2:33][CH2:34][CH:35]([c:37]1[cH:38][cH:39][cH:40][cH:41][cH:42]1)[N:45]1[C:44](=[O:43])[c:53]2[c:48]([cH:49][cH:50][cH:51][cH:52]2)[C:46]1=[O:47]. Reactants: Cl.C(C(C)C)N1[C@H](CCC1)CNC=1C(N(C(=CN1)C)CC(=O)O)=O (2-[3-({[(2R)-1-isobutylpyrrolidinyl]methyl}amino)-6-methyl-2-oxo-1(2H)-pyrazinyl]acetic acid hydrochloride), CC1=CNC2=CC=C(C=C12)CN ((3-methyl-1H-indol-5-yl)methylamine). Yields the product C(C(C)C)N1[C@H](CCC1)CNC=1C(N(C(=CN1)C)CC(=O)NCC=1C=C2C(=CNC2=CC1)C)=O (2-[3-({[(2R)-1-isobutylpyrrolidinyl]methyl}amino)-6-methyl-2-oxo-1(2H)-pyrazinyl]-N-[(3-methyl-1H-indol-5-yl)methyl]acetamide), N (ammonia), product. As a reaction SMILES: Cl.[CH2:2]([N:6]1[CH2:10][CH2:9][CH2:8][C@@H:7]1[CH2:11][NH:12][C:13]1[C:14](=[O:24])[N:15]([CH2:20][C:21]([OH:23])=O)[C:16]([CH3:19])=[CH:17][N:18]=1)[CH:3]([CH3:5])[CH3:4].[CH3:25][C:26]1[C:34]2[C:29](=[CH:30][CH:31]=[C:32]([CH2:35][NH2:36])[CH:33]=2)[NH:28][CH:27]=1>>[CH2:2]([N:6]1[CH2:10][CH2:9][CH2:8][C@@H:7]1[CH2:11][NH:12][C:13]1[C:14](=[O:24])[N:15]([CH2:20][C:21]([NH:36][CH2:35][C:32]2[CH:33]=[C:34]3[C:29](=[CH:30][CH:31]=2)[NH:28][CH:27]=[C:26]3[CH3:25])=[O:23])[C:16]([CH3:19])=[CH:17][N:18]=1)[CH:3]([CH3:4])[CH3:5].[NH3:6] |f:0.1|. Procedure: The title compound was prepared by a similar method to preparation 49 from 2-[3-({[(2R)-1-isobutylpyrrolidinyl]methyl}amino)-6-methyl-2-oxo-1(2H)-pyrazinyl]acetic acid hydrochloride [see preparation 62] and (3-methyl-1H-indol-5-yl)methylamine (72 mg, 0.45 mmol) [see preparation 36]. The crude product was purified by column chromatography on silica gel using dichloromethane:methanol:0.88 ammonia (92:7:1) as the eluant, to afford the product as a foam. This was dissolved in methanol (5 ml) and hyd... Reactants: CC(=O)O, O=C1CC2(C(=O)N1)C(=O)N(Cc1ccc(Cl)c(Cl)c1)c1ccccc12, O, O=S(=O)(Cl)Cl. Product: O=C1CC2(C(=O)N1)C(=O)N(Cc1ccc(Cl)c(Cl)c1)c1ccc(Cl)cc12. RXN SMILES: [CH3:32][C:33](=[O:34])[OH:35].[Cl:6][c:7]1[cH:8][c:9]([CH2:10][N:11]2[C:12](=[O:26])[C:13]3([C:14](=[O:19])[NH:15][C:16](=[O:18])[CH2:17]3)[c:20]3[cH:21][cH:22][cH:23][cH:24][c:25]32)[cH:27][cH:28][c:29]1[Cl:30].[OH2:31].[S:1]([Cl:2])(=[O:3])([Cl:4])=[O:5]>>[Cl:4][c:22]1[cH:21][c:20]2[c:25]([cH:24][cH:23]1)[N:11]([CH2:10][c:9]1[cH:8][c:7]([Cl:6])[c:29]([Cl:30])[cH:28][cH:27]1)[C:12](=[O:26])[C:13]21[C:14](=[O:19])[NH:15][C:16](=[O:18])[CH2:17]1. Reactants: N,N'-carbonyldiimidazole, C(=O)(O)[C@H]1N(C[C@H](C1)SCC1=CC=C(C=C1)OC)C ((2S,4S)-2-carboxy-4-(4-methoxybenzylthio)-1-methylpyrrolidine), CN1CCNCC1 (N-methylpiperazine). Solvent: C(C)#N (acetonitrile). Run at temperature 40 celsius, time 30 minute. Yields the product COC1=CC=C(CS[C@H]2C[C@H](N(C2)C)C(=O)N2CCN(CC2)C)C=C1 ((2S,4S)-4-(4-Methoxybenzylthio)-2-(4-methyl-1-piperazinylcarbonyl)-1-methylpyrrolidine). RXN SMILES: [C:1]([C@@H:4]1[CH2:8][C@H:7]([S:9][CH2:10][C:11]2[CH:16]=[CH:15][C:14]([O:17][CH3:18])=[CH:13][CH:12]=2)[CH2:6][N:5]1[CH3:19])([OH:3])=O.[CH3:20][N:21]1[CH2:26][CH2:25][NH:24][CH2:23][CH2:22]1>C(#N)C>[CH3:18][O:17][C:14]1[CH:15]=[CH:16][C:11]([CH2:10][S:9][C@@H:7]2[CH2:6][N:5]([CH3:19])[C@H:4]([C:1]([N:24]3[CH2:25][CH2:26][N:21]([CH3:20])[CH2:22][CH2:23]3)=[O:3])[CH2:8]2)=[CH:12][CH:13]=1. Procedure: 700 mg of N,N'-carbonyldiimidazole were added to a suspension of 1.0 g of (2S,4S)-2-carboxy-4-(4-methoxybenzylthio)-1-methylpyrrolidine in 15 ml of dry acetonitrile, and the resulting mixture was stirred at 40° C. for 30 minutes. At the end of this time, the reaction mixture was ice-cooled, and 440 μl of N-methylpiperazine were added to the mixture. The temperature was then allowed to rise to room temperature over a period of 30 minutes. At the end of this time, the reaction mixture was concentr... Starting materials: CSc1ncc2c(=O)[nH]ccc2n1, CO, NCc1ccccc1Cl, O. The product is O=c1[nH]ccc2nc(NCc3ccccc3Cl)ncc12. RXN SMILES: [CH3:1][S:2][c:3]1[n:4][cH:5][c:6]2[c:7]([n:8]1)[cH:9][cH:10][nH:11][c:12]2=[O:13].[CH3:24][OH:25].[Cl:14][c:15]1[c:16]([CH2:17][NH2:18])[cH:19][cH:20][cH:21][cH:22]1.[OH2:23]>>[c:3]1([NH:18][CH2:17][c:16]2[c:15]([Cl:14])[cH:22][cH:21][cH:20][cH:19]2)[n:4][cH:5][c:6]2[c:7]([n:8]1)[cH:9][cH:10][nH:11][c:12]2=[O:13]. The reactants are [Li+].[OH-].O.O1CCOCC1 (LiOH H2O dioxane), ethyl ester, C1(=CC=CC=C1)C=1C(=NON1)N (4-phenyl-furazan-3-ylamine), C(C(=O)C)(=O)OCC (ethyl pyruvate). Yields the product ethyl ester, C1(=CC=CC=C1)C=1C(=NON1)NC(C)C(=O)O (N-(Phenyl-furazan-3-yl)-D,L-alanine). RXN SMILES: [C:1]1([C:7]2[C:8]([NH2:12])=[N:9][O:10][N:11]=2)[CH:6]=[CH:5][CH:4]=[CH:3][CH:2]=1.[C:13]([O:18]CC)(=[O:17])[C:14]([CH3:16])=O.[Li+].[OH-].O.O1CCOCC1>>[C:1]1([C:7]2[C:8]([NH:12][CH:14]([C:13]([OH:18])=[O:17])[CH3:16])=[N:9][O:10][N:11]=2)[CH:2]=[CH:3][CH:4]=[CH:5][CH:6]=1 |f:2.3.4.5|. Reported procedure: Following General Procedure II-D and using 4-phenyl-furazan-3-ylamine (Maybridge) and ethyl pyruvate (Aldrich), the ethyl ester was prepared. Following General Procedure II-A, Method B (LiOH/H2O/dioxane) and using the ethyl ester, the title compound was prepared. Starting materials: CC(=O)[O-], CCO, NOCc1ccc(Cl)c(Cl)c1, O=Cc1cc(Cl)ccc1NS(=O)(=O)C(F)(F)F, Cl, [Na+]. Yields the product O=S(=O)(Nc1ccc(Cl)cc1C=NOCc1ccc(Cl)c(Cl)c1)C(F)(F)F. As a reaction SMILES: [C:30]([O-:31])(=[O:32])[CH3:33].[CH3:35][CH2:36][OH:37].[Cl:19][c:20]1[cH:21][c:22]([CH2:23][O:24][NH2:25])[cH:26][cH:27][c:28]1[Cl:29].[Cl:1][c:2]1[cH:3][c:4]([CH:16]=[O:17])[c:5]([NH:8][S:9](=[O:10])(=[O:11])[C:12]([F:13])([F:14])[F:15])[cH:6][cH:7]1.[ClH:18].[Na+:34]>>[Cl:1][c:2]1[cH:3][c:4]([CH:16]=[N:25][O:24][CH2:23][c:22]2[cH:21][c:20]([Cl:19])[c:28]([Cl:29])[cH:27][cH:26]2)[c:5]([NH:8][S:9](=[O:10])(=[O:11])[C:12]([F:13])([F:14])[F:15])[cH:6][cH:7]1.